This data is from the Open Reaction Database (ORD), a public repository of structured organic reaction records. The task is: describe an organic reaction: reactants, conditions, products, and yield Reactants: OBO, Fc1c(Cl)ccc2c(Br)cc(-c3ccccc3)nc12, O=C([O-])[O-], C1COCCO1, C, [K+], [K+], c1ccc(P(c2ccccc2)(c2ccccc2)[Pd](P(c2ccccc2)(c2ccccc2)c2ccccc2)(P(c2ccccc2)(c2ccccc2)c2ccccc2)P(c2ccccc2)(c2ccccc2)c2ccccc2)cc1. Yields the product Cc1cc(-c2ccccc2)nc2c(F)c(Cl)ccc12. As a reaction SMILES: [BH:20]([OH:21])[OH:22].[Br:1][c:2]1[cH:3][c:4](-[c:14]2[cH:15][cH:16][cH:17][cH:18][cH:19]2)[n:5][c:6]2[c:7]([F:13])[c:8]([Cl:12])[cH:9][cH:10][c:11]12.[C:24](=[O:25])([O-:26])[O-:27].[CH2:107]1[O:108][CH2:109][CH2:110][O:111][CH2:112]1.[CH4:23].[K+:28].[K+:29].[cH:30]1[cH:31][cH:32][c:33]([P:34]([Pd:35]([P:36]([c:37]2[cH:38][cH:39][cH:40][cH:41][cH:42]2)([c:43]2[cH:44][cH:45][cH:46][cH:47][cH:48]2)[c:49]2[cH:50][cH:51][cH:52][cH:53][cH:54]2)([P:55]([c:56]2[cH:57][cH:58][cH:59][cH:60][cH:61]2)([c:62]2[cH:63][cH:64][cH:65][cH:66][cH:67]2)[c:68]2[cH:69][cH:70][cH:71][cH:72][cH:73]2)[P:74]([c:75]2[cH:76][cH:77][cH:78][cH:79][cH:80]2)([c:81]2[cH:82][cH:83][cH:84][cH:85][cH:86]2)[c:87]2[cH:88][cH:89][cH:90][cH:91][cH:92]2)([c:93]2[cH:94][cH:95][cH:96][cH:97][cH:98]2)[c:99]2[cH:100][cH:101][cH:102][cH:103][cH:104]2)[cH:105][cH:106]1>>[c:2]1([CH3:24])[cH:3][c:4](-[c:14]2[cH:15][cH:16][cH:17][cH:18][cH:19]2)[n:5][c:6]2[c:7]([F:13])[c:8]([Cl:12])[cH:9][cH:10][c:11]12. The reactants are CCC(=O)C1=CC=C(C=C1)Cl (4-chloropropiophenone), C(C)(C)(C)ON=O (t-butylnitrite), O1CCCC1 (tetrahydrofurane), Cl (hydrochloric acid), CC1CCCCC1 (methylcyclohexane), C([O-])([O-])=O.[Na+].[Na+] (sodium carbonate). The solvent is [Cl-].[Na+].O (brine). Reaction conditions: time 2 hour. The product is ClC1=CC=C(C=C1)C(/C(/C)=N/O)=O ((E)-1-(4-chlorophenyl)-propan-1,2-dione-2-oxime). Yield: 91.1%. As a reaction SMILES: [CH3:1][CH2:2][C:3]([C:5]1[CH:10]=[CH:9][C:8]([Cl:11])=[CH:7][CH:6]=1)=[O:4].C([O:16][N:17]=O)(C)(C)C.O1CCCC1.Cl.C(=O)([O-])[O-].[Na+].[Na+].CC1CCCCC1>[Cl-].[Na+].O>[Cl:11][C:8]1[CH:7]=[CH:6][C:5]([C:3](=[O:4])/[C:2](=[N:17]/[OH:16])/[CH3:1])=[CH:10][CH:9]=1 |f:4.5.6,8.9.10|. Reported procedure: To a solution of 440 g (2.437 mol) of 4-chloropropiophenone and 335 g (2.925 mol) t-butylnitrite in 700 g of tetrahydrofurane 97.8 g (2.681 mol) of gaseous hydrochloric acid is dosed over 2 hours at +25° C. to +40° C. Following the end of the addition the batch is stirred for two hours at +15° C. to +30° C. The reaction mixture is neutralized by adding 630.5 g of 20% sodium carbonate solution at +25° C. Some brine and methylcyclohexane is added and the phases are separated. The product crystalli... The reactants are NC1=C2N=C(N(C2=NC(=N1)C(CCC)O)C)N1N=CC=N1 (1-(6-amino-9-methyl-8-[1,2,3]triazol-2-yl-9H-purin-2-yl)butan-1-ol). Reagents/catalysts: O=[Mn]=O (MnO2). The solvent is C(Cl)Cl (DCM). Conditions: time 8 hour. The product is NC1=C2N=C(N(C2=NC(=N1)C(CCC)=O)C)N1N=CC=N1 (1-(6-Amino-9-methyl-8-[1,2,3]triazol-2-yl-9H-purin-2-yl)-butan-1-one). Yield: 40.0%. RXN SMILES: [NH2:1][C:2]1[N:10]=[C:9]([CH:11]([OH:15])[CH2:12][CH2:13][CH3:14])[N:8]=[C:7]2[C:3]=1[N:4]=[C:5]([N:17]1[N:21]=[CH:20][CH:19]=[N:18]1)[N:6]2[CH3:16]>C(Cl)Cl.O=[Mn]=O>[NH2:1][C:2]1[N:10]=[C:9]([C:11](=[O:15])[CH2:12][CH2:13][CH3:14])[N:8]=[C:7]2[C:3]=1[N:4]=[C:5]([N:17]1[N:21]=[CH:20][CH:19]=[N:18]1)[N:6]2[CH3:16]. Procedure details: MnO2 (439 mg, 5.04 mmol) was added to a solution of 1-(6-amino-9-methyl-8-[1,2,3]triazol-2-yl-9H-purin-2-yl)butan-1-ol (51 mg, 0.2 mmol) in DCM (4 ml) at RT. The resulting heterogeneous solution was stirred overnight. After filtration over a celite pad, the solvent was removed under reduced pressure to afford the desired product as a white powder. Reactants: C1(=CC=CC=C1)C(CCC(C)=O)=O (5-phenyl-2,5-pentanedione), CO (methanol), [RuI(p-cymene)((R)-T-BINAP)]I3. Run in C(Cl)Cl (methylene chloride). The product is OC(CCC(=O)C1=CC=CC=C1)C ((-)-4-hydroxy-1-phenylpentane-1-one). Yield: 88.9%. RXN SMILES: [C:1]1([C:7](=[O:13])[CH2:8][CH2:9][C:10](=[O:12])[CH3:11])[CH:6]=[CH:5][CH:4]=[CH:3][CH:2]=1.CO>C(Cl)Cl>[OH:12][CH:10]([CH3:11])[CH2:9][CH2:8][C:7]([C:1]1[CH:6]=[CH:5][CH:4]=[CH:3][CH:2]=1)=[O:13]. Procedure details: A 100-ml stainless steel autoclave purged with nitrogen in advance was charged with 5 g (0.0284 mol) of 5-phenyl-2,5-pentanedione and 10 ml of methanol. A solution of 0.2 g (0.142 mmol) of [RuI(p-cymene)((R)-T-BINAP)]I3 in 2 ml of methylene chloride was added thereto, thereby conducting reaction at a reaction temperature of 50° C. for 40 hours under a hydrogen pressure of 50 kg/cm2. After distilling off the solvent, the residue was purified by column chromatography on a silica gel using a develo... Reactants: CC(=O)N1CCNCC1, O=C1c2c(-c3ccccc3)cc(Cl)nc2OCCCN1Cc1cc(C(F)(F)F)cc(C(F)(F)F)c1. Yields the product CC(=O)N1CCN(c2cc(-c3ccccc3)c3c(n2)OCCCN(Cc2cc(C(F)(F)F)cc(C(F)(F)F)c2)C3=O)CC1. As a reaction SMILES: [C:36]([CH3:37])(=[O:38])[N:39]1[CH2:40][CH2:41][NH:42][CH2:43][CH2:44]1.[F:1][C:2]([c:3]1[cH:4][c:5]([CH2:6][N:7]2[C:8](=[O:26])[c:9]3[c:10]([n:15][c:16]([Cl:25])[cH:17][c:18]3-[c:19]3[cH:20][cH:21][cH:22][cH:23][cH:24]3)[O:11][CH2:12][CH2:13][CH2:14]2)[cH:27][c:28]([C:30]([F:31])([F:32])[F:33])[cH:29]1)([F:34])[F:35]>>[F:1][C:2]([c:3]1[cH:4][c:5]([CH2:6][N:7]2[C:8](=[O:26])[c:9]3[c:10]([n:15][c:16]([N:42]4[CH2:41][CH2:40][N:39]([C:36]([CH3:37])=[O:38])[CH2:44][CH2:43]4)[cH:17][c:18]3-[c:19]3[cH:20][cH:21][cH:22][cH:23][cH:24]3)[O:11][CH2:12][CH2:13][CH2:14]2)[cH:27][c:28]([C:30]([F:31])([F:32])[F:33])[cH:29]1)([F:34])[F:35]. Starting materials: COC(=O)C=1SC(=CC1)Br (5-bromo-thiophene-2-carboxylic acid methyl ester), C(CCC)[Li] (n-butyl lithium), ClCCl (dichloromethane), FC(S(=O)(=O)OC1=CC(=C(C(=C1)Cl)CC1C(N(CC1)C1CCCCC1)=O)Cl)(F)F (3,5-dichloro-4-((1-cyclohexyl-2-oxopyrrolidin-3-yl)methyl)phenyl trifluoromethanesulfonate). Reagents/catalysts: C1(=CC=CC=C1)P([C-]1C=CC=C1)C1=CC=CC=C1.[C-]1(C=CC=C1)P(C1=CC=CC=C1)C1=CC=CC=C1.[Fe+2] (1,1′-bis(diphenylphosphino) ferrocene), [Cl-].[Zn+2].[Cl-] (zinc chloride). Run in C1CCOC1 (THF), C1CCOC1 (THF), C(C)(=O)OCC (ethyl acetate). Run at time 30 minute. The product is COC(=O)C=1SC(=CC1)C1=CC(=C(C(=C1)Cl)CC1C(N(CC1)C1CCCCC1)=O)Cl (5-[3,5-Dichloro-4-(1-cyclohexyl-2-oxo-pyrrolidin-3-ylmethyl)-phenyl]-thiophene-2-carboxylic acid methyl ester). Yield: 16.1%. As a reaction SMILES: [CH3:1][O:2][C:3]([C:5]1[S:6][C:7](Br)=[CH:8][CH:9]=1)=[O:4].C([Li])CCC.FC(F)(F)S(O[C:22]1[CH:27]=[C:26]([Cl:28])[C:25]([CH2:29][CH:30]2[CH2:34][CH2:33][N:32]([CH:35]3[CH2:40][CH2:39][CH2:38][CH2:37][CH2:36]3)[C:31]2=[O:41])=[C:24]([Cl:42])[CH:23]=1)(=O)=O.ClCCl>C1COCC1.C(OCC)(=O)C.[Cl-].[Zn+2].[Cl-].C1(P(C2C=CC=CC=2)[C-]2C=CC=C2)C=CC=CC=1.[C-]1(P(C2C=CC=CC=2)C2C=CC=CC=2)C=CC=C1.[Fe+2]>[CH3:1][O:2][C:3]([C:5]1[S:6][C:7]([C:22]2[CH:23]=[C:24]([Cl:42])[C:25]([CH2:29][CH:30]3[CH2:34][CH2:33][N:32]([CH:35]4[CH2:40][CH2:39][CH2:38][CH2:37][CH2:36]4)[C:31]3=[O:41])=[C:26]([Cl:28])[CH:27]=2)=[CH:8][CH:9]=1)=[O:4] |f:6.7.8,9.10.11|. Reported procedure: To a solution of 5-bromo-thiophene-2-carboxylic acid methyl ester (Preparation 86) (552.5 mg, 2.5 mmol) in 5 mL of THF, add n-butyl lithium (1.6 M, 1,56 mL, 2.5 mmol) at −78° C. and stir at that temperature for 30 min. Add anhydrous zinc chloride (455 mg, 4.0 mmol) and keep in −78° C. for 30 min, and then warm up to room temp. After stirring at room temp for 30 min, add 3,5-dichloro-4-((1-cyclohexyl-2-oxopyrrolidin-3-yl)methyl)phenyl trifluoromethanesulfonate (593 mg, 1.25 mmol). Add 1,1′-bis(di...